Dataset: the Open Reaction Database (ORD), a public repository of structured organic reaction records. Task: describe an organic reaction: reactants, conditions, products, and yield Starting materials: Cc1cc(-c2cc(C(F)(F)F)nc(-c3cccc(Br)c3)n2)ccc1C(F)(F)F, CC(C)(C)NS(=O)(=O)c1ccc(B2OC(C)(C)C(C)(C)O2)s1. Yields the product Cc1cc(-c2cc(C(F)(F)F)nc(-c3cccc(-c4ccc(S(=O)(=O)NC(C)(C)C)s4)c3)n2)ccc1C(F)(F)F. Reaction SMILES: [Br:1][c:2]1[cH:3][c:4](-[c:8]2[n:9][c:10]([C:25]([F:26])([F:27])[F:28])[cH:11][c:12](-[c:14]3[cH:15][c:16]([CH3:24])[c:17]([C:20]([F:21])([F:22])[F:23])[cH:18][cH:19]3)[n:13]2)[cH:5][cH:6][cH:7]1.[C:29]([CH3:30])([CH3:31])([CH3:32])[NH:33][S:34](=[O:35])(=[O:36])[c:37]1[s:38][c:39]([B:42]2[O:43][C:44]([CH3:45])([CH3:46])[C:47]([CH3:48])([CH3:49])[O:50]2)[cH:40][cH:41]1>>[c:2]1(-[c:39]2[s:38][c:37]([S:34]([NH:33][C:29]([CH3:30])([CH3:31])[CH3:32])(=[O:35])=[O:36])[cH:41][cH:40]2)[cH:3][c:4](-[c:8]2[n:9][c:10]([C:25]([F:26])([F:27])[F:28])[cH:11][c:12](-[c:14]3[cH:15][c:16]([CH3:24])[c:17]([C:20]([F:21])([F:22])[F:23])[cH:18][cH:19]3)[n:13]2)[cH:5][cH:6][cH:7]1. Reactants: FC1=C(C=CC(=C1)F)[C@]([C@@H](C)N1N=CN(C1=O)C1=CC=C(C=C1)OCC(C(F)F)(F)F)(C[Si](C)(C)OC(C)C)O (2-[(1R,2S)-2-(2,4-Difluorophenyl)-2-hydroxy-3-(isopropoxydimethylsilyl)-1-methylpropyl]-4-[4-(2,2,3,3-tetrafluoropropoxy)phenyl]-3(2H,4H)-1,2,4-triazolone), C(O)([O-])=O.[Na+] (sodium hydrogencarbonate). Run in CO (methanol), O1CCCC1 (tetrahydrofuran), OO (hydrogen peroxide). The product is FC1=C(C=CC(=C1)F)[C@]([C@@H](C)N1N=CN(C1=O)C1=CC=C(C=C1)OCC(C(F)F)(F)F)(CO)O (2-[(1R,2S)-2-(2,4-difluorophenyl)-2,3-dihydroxy-1-methylpropyl]-4-[4-(2,2,3,3-tetrafluoropropoxy)phenyl]-3(2H,4H)-1,2,4-triazolone). Isolated yield 90.5%. As a reaction SMILES: [F:1][C:2]1[CH:7]=[C:6]([F:8])[CH:5]=[CH:4][C:3]=1[C@@:9]([OH:40])([CH2:32][Si](OC(C)C)(C)C)[C@H:10]([N:12]1[C:16](=[O:17])[N:15]([C:18]2[CH:23]=[CH:22][C:21]([O:24][CH2:25][C:26]([F:31])([F:30])[CH:27]([F:29])[F:28])=[CH:20][CH:19]=2)[CH:14]=[N:13]1)[CH3:11].C(=O)([O-])[OH:42].[Na+]>CO.O1CCCC1.OO>[F:1][C:2]1[CH:7]=[C:6]([F:8])[CH:5]=[CH:4][C:3]=1[C@@:9]([OH:40])([CH2:32][OH:42])[C@H:10]([N:12]1[C:16](=[O:17])[N:15]([C:18]2[CH:23]=[CH:22][C:21]([O:24][CH2:25][C:26]([F:31])([F:30])[CH:27]([F:29])[F:28])=[CH:20][CH:19]=2)[CH:14]=[N:13]1)[CH3:11] |f:1.2|. Reported procedure: 2-[(1R,2S)-2-(2,4-Difluorophenyl)-2-hydroxy-3-(isopropoxydimethylsilyl)-1-methylpropyl]-4-[4-(2,2,3,3-tetrafluoropropoxy)phenyl]-3(2H,4H)-1,2,4-triazolone (11 g) was dissolved in a mixture of methanol and tetrahydrofuran (1:1, 90 ml), to which 19.2 ml of 30% aqueous hydrogen peroxide and 1.57 g of sodium hydrogencarbonate were added. Then, the mixture was heated at 70° to 80° C. for 90 minutes. The reaction solution was cooled and extracted with a mixture of 500 ml of ethyl acetate and 100 ml of... RXN SMILES: [CH2:39]1[O:40][CH2:41][CH2:42][CH2:43]1.[CH3:37][Zn+:38].[Cl-:36].[Cl:1][c:2]1[n:3][cH:4][cH:5][c:6](-[c:8]2[c:9](-[c:17]3[c:18]([F:35])[c:19]([NH:23][S:24](=[O:25])(=[O:26])[c:27]4[c:28]([F:34])[cH:29][cH:30][c:31]([F:33])[cH:32]4)[cH:20][cH:21][cH:22]3)[n:10][c:11]([C:13]([CH3:14])([CH3:15])[CH3:16])[s:12]2)[n:7]1>>[c:2]1([CH3:37])[n:3][cH:4][cH:5][c:6](-[c:8]2[c:9](-[c:17]3[c:18]([F:35])[c:19]([NH:23][S:24](=[O:25])(=[O:26])[c:27]4[c:28]([F:34])[cH:29][cH:30][c:31]([F:33])[cH:32]4)[cH:20][cH:21][cH:22]3)[n:10][c:11]([C:13]([CH3:14])([CH3:15])[CH3:16])[s:12]2)[n:7]1. The reactants are C1CCOC1, C[Zn+], [Cl-], CC(C)(C)c1nc(-c2cccc(NS(=O)(=O)c3cc(F)ccc3F)c2F)c(-c2ccnc(Cl)n2)s1. Product: Cc1nccc(-c2sc(C(C)(C)C)nc2-c2cccc(NS(=O)(=O)c3cc(F)ccc3F)c2F)n1.